This data is from the Open Reaction Database (ORD), a public repository of structured organic reaction records. The task is: describe an organic reaction: reactants, conditions, products, and yield Reactants: C(C)(C)[C@]1(C[C@@H](CC1)NC(OC(C)(C)C)=O)C(=O)N1CCN(CC1)C1=CC(=CC=C1)C(F)(F)F (tert-Butyl [(1R,3S)-3-isopropyl-3-({4-[3-(trifluoromethyl)phenyl]piperazin-1-yl}carbonyl)cyclopentyl]carbamate), FC(C(=O)O)(F)F (trifluoroacetic acid). The solvent is C(Cl)Cl (methylene chloride). Yields the product FC(C(=O)O)(F)F.FC(C(=O)O)(F)F.C(C)(C)[C@]1(C[C@@H](CC1)N)C(=O)N1CCN(CC1)C1=CC(=CC=C1)C(F)(F)F ((1R,3S)-3-Isopropyl-3-({4-[3-(trifluoromethyl)phenyl]piperazin-1-yl}carbonyl)cyclopentanamine bis(trifluoroacetate)). As a reaction SMILES: [CH:1]([C@:4]1([C:17]([N:19]2[CH2:24][CH2:23][N:22]([C:25]3[CH:30]=[CH:29][CH:28]=[C:27]([C:31]([F:34])([F:33])[F:32])[CH:26]=3)[CH2:21][CH2:20]2)=[O:18])[CH2:8][CH2:7][C@@H:6]([NH:9]C(=O)OC(C)(C)C)[CH2:5]1)([CH3:3])[CH3:2].[F:35][C:36]([F:41])([F:40])[C:37]([OH:39])=[O:38]>C(Cl)Cl>[F:35][C:36]([F:41])([F:40])[C:37]([OH:39])=[O:38].[F:35][C:36]([F:41])([F:40])[C:37]([OH:39])=[O:38].[CH:1]([C@:4]1([C:17]([N:19]2[CH2:24][CH2:23][N:22]([C:25]3[CH:30]=[CH:29][CH:28]=[C:27]([C:31]([F:33])([F:34])[F:32])[CH:26]=3)[CH2:21][CH2:20]2)=[O:18])[CH2:8][CH2:7][C@@H:6]([NH2:9])[CH2:5]1)([CH3:3])[CH3:2] |f:3.4.5|. Reported procedure: tert-Butyl [(1R,3S)-3-isopropyl-3-({4-[3-(trifluoromethyl)phenyl]piperazin-1-yl}carbonyl)cyclopentyl]carbamate (82 mg, 0.18 mmol) was treated with trifluoroacetic acid (3 mL) in methylene chloride (3 mL) for 1 h at room temperature. The mixture was concentrated and used for next step without purification. MS calculated for C20H28F3N3O: (M+H) 383; found 383.2. The reactants are OC1=CC2=C(C=C(CO2)C2=CC=C(C=C2)OC)C=C1 (7-hydroxy-3-(4-methoxyphenyl)-1-benzopyran), B(Cl)(Cl)Cl (BCl3), resultant mixture. Reagents/catalysts: [N+](CCCC)(CCCC)(CCCC)CCCC.[I-] (n-Bu4NI). The solvent is C(Cl)Cl (CH2Cl2), C(Cl)Cl (CH2Cl2). Run at temperature -78 celsius. Product: C1=CC(=CC=C1[C@@H]2CC=3C=CC(=CC3OC2)O)O (equol). Yield: 95.3%. Reaction SMILES: [OH:1][C:2]1[CH:19]=[CH:18][C:5]2[CH:6]=[C:7]([C:10]3[CH:15]=[CH:14][C:13]([O:16]C)=[CH:12][CH:11]=3)[CH2:8][O:9][C:4]=2[CH:3]=1.B(Cl)(Cl)Cl>[N+](CCCC)(CCCC)(CCCC)CCCC.[I-].C(Cl)Cl>[CH:11]1[C:10]([C@H:7]2[CH2:8][O:9][C:4]3[CH:3]=[C:2]([OH:1])[CH:19]=[CH:18][C:5]=3[CH2:6]2)=[CH:15][CH:14]=[C:13]([OH:16])[CH:12]=1 |f:2.3|. Procedure: A mixture of compound 3a (0.20 g, 0.78 mmol) as obtained in the above Example 3, n-Bu4NI (1.01 g, 2.73 mmol) and dry CH2Cl2 (5 mL) was stirred and cooled to −78° C. under nitrogen. Thereafter, a solution of BCl3 (1M, 2.73 mL, 2.73 mmol) in CH2Cl2 was added dropwise into the cold mixture. The resultant mixture was stirred and slowly warmed up to 0° C. over 2 hrs. After carefully quenching with ice water (10 mL), the mixture was stirred for a further 20 min, followed by neutralization with a satur... The reactants are O=C([O-])[O-], Cc1ccccc1, CCOC(C)=O, CCNCC1CCCCC1, O=Cc1cc2ccc(F)cc2nc1Cl, [K+], [K+], O. Yields the product CCN(CC1CCCCC1)c1nc2cc(F)ccc2cc1C=O. As a reaction SMILES: [C:25](=[O:26])([O-:27])[O-:28].[CH3:31][c:32]1[cH:33][cH:34][cH:35][cH:36][cH:37]1.[CH3:39][CH2:40][O:41][C:42](=[O:43])[CH3:44].[CH:15]1([CH2:21][NH:22][CH2:23][CH3:24])[CH2:16][CH2:17][CH2:18][CH2:19][CH2:20]1.[Cl:1][c:2]1[n:3][c:4]2[cH:5][c:6]([F:14])[cH:7][cH:8][c:9]2[cH:10][c:11]1[CH:12]=[O:13].[K+:29].[K+:30].[OH2:38]>>[c:2]1([N:22]([CH2:21][CH:15]2[CH2:16][CH2:17][CH2:18][CH2:19][CH2:20]2)[CH2:23][CH3:24])[n:3][c:4]2[cH:5][c:6]([F:14])[cH:7][cH:8][c:9]2[cH:10][c:11]1[CH:12]=[O:13]. The product is COC(=O)CCCCCN1C(=C(C2=CC(=CC=C12)Cl)C)C=1C=NC=CC1 (1-(5-methoxycarbonylpentyl)-5-chloro-3-methyl-2-(3-pyridyl)indole). Starting materials: BrCCCCCC(=O)OC (methyl 6-bromohexanoate), [H-].[Na+] (sodium hydride), ice water, ClC=1C=C2C(=C(NC2=CC1)C=1C=NC=CC1)C (5-chloro-3-methyl-2-(3-pyridyl)indole). Reaction conditions: time 0.5 hour. RXN SMILES: [H-].[Na+].[Cl:3][C:4]1[CH:5]=[C:6]2[C:10](=[CH:11][CH:12]=1)[NH:9][C:8]([C:13]1[CH:14]=[N:15][CH:16]=[CH:17][CH:18]=1)=[C:7]2[CH3:19].Br[CH2:21][CH2:22][CH2:23][CH2:24][CH2:25][C:26]([O:28][CH3:29])=[O:27]>CN(C)C=O>[CH3:29][O:28][C:26]([CH2:25][CH2:24][CH2:23][CH2:22][CH2:21][N:9]1[C:10]2[C:6](=[CH:5][C:4]([Cl:3])=[CH:12][CH:11]=2)[C:7]([CH3:19])=[C:8]1[C:13]1[CH:14]=[N:15][CH:16]=[CH:17][CH:18]=1)=[O:27] |f:0.1|. Run in CN(C=O)C (dimethylformamide), CN(C=O)C (dimethylformamide), CN(C=O)C (dimethylformamide). Reported procedure: To a suspension of 1.39 g of a 50% sodium hydride suspension in mineral oil dissolved in 30 ml of dimethylformamide was added under nitrogen at 0°-5° dropwise while stirring a solution of 6.59 g of 5-chloro-3-methyl-2-(3-pyridyl)indole (prepared as described in U.S. Pat. No. 3,468,894) in 60 ml of dimethylformamide. After addition was complete the suspension was stirred at 0° for 1/2 hour. While maintaining the temperature at 0° a solution of 6.06 g of methyl 6-bromohexanoate in 10 ml of dimethy... Product: O=C1C(c2cc(C(F)(F)F)cc(C(F)(F)F)c2)Cc2cnc(Nc3ccccc3)nc2N1c1ccccc1. Starting materials: COC(=O)C(Cc1cnc(Nc2ccccc2)nc1Nc1ccccc1)c1cc(C(F)(F)F)cc(C(F)(F)F)c1, CC(=O)O, CCOC(C)=O, O=S(=O)(O)O. As a reaction SMILES: [CH3:1][O:2][C:3]([CH:4]([CH2:5][c:6]1[c:7]([NH:19][c:20]2[cH:21][cH:22][cH:23][cH:24][cH:25]2)[n:8][c:9]([NH:12][c:13]2[cH:14][cH:15][cH:16][cH:17][cH:18]2)[n:10][cH:11]1)[c:26]1[cH:27][c:28]([C:36]([F:37])([F:38])[F:39])[cH:29][c:30]([C:32]([F:33])([F:34])[F:35])[cH:31]1)=[O:40].[CH3:46][C:47](=[O:48])[OH:49].[CH3:50][CH2:51][O:52][C:53](=[O:54])[CH3:55].[S:41](=[O:42])(=[O:43])([OH:44])[OH:45]>>[O:2]=[C:3]1[CH:4]([c:26]2[cH:27][c:28]([C:36]([F:37])([F:38])[F:39])[cH:29][c:30]([C:32]([F:33])([F:34])[F:35])[cH:31]2)[CH2:5][c:6]2[c:7]([n:8][c:9]([NH:12][c:13]3[cH:14][cH:15][cH:16][cH:17][cH:18]3)[n:10][cH:11]2)[N:19]1[c:20]1[cH:21][cH:22][cH:23][cH:24][cH:25]1. Procedure: A hot solution of 16 g. of zinc o-aminophenylmercaptide and 125 g. of 4-hydroxybenzaldehyde in 1 liter of acetic acid was treated with hydrogen sulfide for two hours, filtered hot, diluted with an equal volume of water and cooled. 2-(4-Hydroxyphenyl)benzothiazole (47% yield, m.p. 227°-229°) was obtained. The 2-(4-hydroxyphenyl)benzothiazole was reacted with 4,4'-bis(2-bromoethoxy)-2-hydroxybenzophenone as in Example 1 to produce Compound V. RXN SMILES: [OH:1][C:2]1[CH:7]=[CH:6][C:5]([C:8]2[S:9][C:10]3[CH:16]=[CH:15][CH:14]=[CH:13][C:11]=3[N:12]=2)=[CH:4][CH:3]=1.Br[CH2:18][CH2:19][O:20][C:21]1[CH:38]=[CH:37][C:24]([C:25]([C:27]2[CH:32]=[CH:31][C:30]([O:33][CH2:34][CH2:35]Br)=[CH:29][CH:28]=2)=[O:26])=[C:23]([OH:39])[CH:22]=1>>[S:9]1[C:10]2[CH:16]=[CH:15][CH:14]=[CH:13][C:11]=2[N:12]=[C:8]1[C:5]1[CH:4]=[CH:3][C:2]([O:1][CH2:18][CH2:19][O:20][C:21]2[CH:38]=[CH:37][C:24]([C:25]([C:27]3[CH:32]=[CH:31][C:30]([O:33][CH2:34][CH2:35][O:1][C:2]4[CH:3]=[CH:4][C:5]([C:8]5[S:9][C:10]6[CH:16]=[CH:15][CH:14]=[CH:13][C:11]=6[N:12]=5)=[CH:6][CH:7]=4)=[CH:29][CH:28]=3)=[O:26])=[C:23]([OH:39])[CH:22]=2)=[CH:7][CH:6]=1. The reactants are OC1=CC=C(C=C1)C=1SC2=C(N1)C=CC=C2 (2-(4-hydroxyphenyl)benzothiazole), BrCCOC1=CC(=C(C(=O)C2=CC=C(C=C2)OCCBr)C=C1)O (4,4'-bis(2-bromoethoxy)-2-hydroxybenzophenone). Product: S1C(=NC2=C1C=CC=C2)C2=CC=C(OCCOC1=CC(=C(C(=O)C3=CC=C(C=C3)OCCOC3=CC=C(C=C3)C=3SC4=C(N3)C=CC=C4)C=C1)O)C=C2 (4,4'-Bis[2-[4-(2-benzothiazolyl)phenoxy]ethoxy]-2-hydroxybenzophenone). Starting materials: BrC=1C=CC(=C(C1)C=1NC2=CC=CC=C2C1)OCCBr (2-(5-bromo-2-(2-bromoethoxy)phenyl)-1H-indole), N#N (N2), [H-].[Na+] (NaH). Run in CN(C)C=O (DMF). Conditions: time 8 hour. Yields the product BrC=1C=CC2=C(C=3N(C=4C=CC=CC4C3)CCO2)C1 (2-bromo-6,7-dihydrobenzo[6,7][1,4]oxazepino[4,5-a]indole). The yield is 50.9%. As a reaction SMILES: [Br:1][C:2]1[CH:3]=[CH:4][C:5]([O:17][CH2:18][CH2:19]Br)=[C:6]([C:8]2[NH:9][C:10]3[C:15]([CH:16]=2)=[CH:14][CH:13]=[CH:12][CH:11]=3)[CH:7]=1.N#N.[H-].[Na+]>CN(C=O)C>[Br:1][C:2]1[CH:3]=[CH:4][C:5]2[O:17][CH2:18][CH2:19][N:9]3[C:10]4[CH:11]=[CH:12][CH:13]=[CH:14][C:15]=4[CH:16]=[C:8]3[C:6]=2[CH:7]=1 |f:2.3|. Procedure: A solution of compound 2-(5-bromo-2-(2-bromoethoxy)phenyl)-1H-indole (1.97 g, 5 mmol) in 30 mL of DMF was cooled to 0° C. at N2 atmosphere, NaH (600 mg, 15 mmol) was added at the same temperature. The reaction mixture was stirred at room temperature. After 8 hours, the reaction was quenched by water, extracted with EtOAc. The organic layer was washed with water and brine, dried over Na2SO4, filtered, and concentrated in vacuo. Purification by flash chromatography on silica gel (petroleum ether:E...